This data is from the Open Reaction Database (ORD), a public repository of structured organic reaction records. The task is: describe an organic reaction: reactants, conditions, products, and yield Reactants: C([O-])(O)=O.[Na+] (sodium bicarbonate), 24, Br.NC1=NC=CC2=C(C1)C=CC=C2 (2-amino-1H-3-benzazepine hydrobromide), Cl.NNC(=O)N (semicarbazide hydrochloride), C(C)(=O)[O-].[K+] (potassium acetate). Run in O (water), CO (methanol). Yields the product N(NC(=O)N)C1=NC=CC2=C(C1)C=CC=C2 (2-semicarbazido-1H-3-benzazepine). As a reaction SMILES: Br.[NH2:2][C:3]1[CH2:9][C:8]2[CH:10]=[CH:11][CH:12]=[CH:13][C:7]=2[CH:6]=[CH:5][N:4]=1.Cl.N[NH:16][C:17]([NH2:19])=[O:18].C([O-])(=O)C.[K+].C(=O)(O)[O-].[Na+]>O.CO>[NH:2]([C:3]1[CH2:9][C:8]2[CH:10]=[CH:11][CH:12]=[CH:13][C:7]=2[CH:6]=[CH:5][N:4]=1)[NH:16][C:17]([NH2:19])=[O:18] |f:0.1,2.3,4.5,6.7|. Reported procedure: A solution of 24 parts of 2-amino-1H-3-benzazepine hydrobromide, 33 parts of semicarbazide hydrochloride, and 40 parts of potassium acetate in 500 volume parts of methanol is stirred at room temperature overnight. After dilution with water the reaction mixture is neutralized with an aqueous solution of sodium bicarbonate and, then, extracted with chloroform. The chloroform layer is dried over sodium sulfate. Evaporation of the solvent gives 2-semicarbazido-1H-3-benzazepine as crystals. Recrystal... The reactants are CCCCOB(OCCCC)OCCCC, CCOC(C)=O, CCCCN, CC(=O)CC(C)=O, CCOC(C)=O, ClC(Cl)Cl, Cl, O, COc1cc(C=O)ccc1O. The product is COc1cc(C=CC(=O)CC(C)=O)ccc1O. Reaction SMILES: [B:19]([O:20][CH2:21][CH2:22][CH2:23][CH3:24])([O:25][CH2:26][CH2:27][CH2:28][CH3:29])[O:30][CH2:31][CH2:32][CH2:33][CH3:34].[C:51]([O:52][CH2:53][CH3:54])(=[O:55])[CH3:56].[CH2:35]([NH2:36])[CH2:37][CH2:38][CH3:39].[CH3:1][C:2](=[O:3])[CH2:4][C:5]([CH3:6])=[O:7].[CH3:41][CH2:42][O:43][C:44](=[O:45])[CH3:46].[CH:47]([Cl:48])([Cl:49])[Cl:50].[ClH:40].[OH2:57].[OH:8][c:9]1[c:10]([O:17][CH3:18])[cH:11][c:12]([CH:13]=[O:14])[cH:15][cH:16]1>>[CH3:1][C:2](=[O:3])[CH2:4][C:5]([CH:6]=[CH:13][c:12]1[cH:11][c:10]([O:17][CH3:18])[c:9]([OH:8])[cH:16][cH:15]1)=[O:7]. Starting materials: CC(C)(C)N1CC(OCc2ccccc2)C1, CCO. Yields the product CC(C)(C)N1CC(O)C1. As a reaction SMILES: [CH2:1]([c:2]1[cH:3][cH:4][cH:5][cH:6][cH:7]1)[O:8][CH:9]1[CH2:10][N:11]([C:13]([CH3:14])([CH3:15])[CH3:16])[CH2:12]1.[CH3:17][CH2:18][OH:19]>>[OH:8][CH:9]1[CH2:10][N:11]([C:13]([CH3:14])([CH3:15])[CH3:16])[CH2:12]1.